The task is: describe an organic reaction: reactants, conditions, products, and yield. This data is from the Open Reaction Database (ORD), a public repository of structured organic reaction records. Starting materials: OCC(=O)C1=CC=CC=C1 (2-Hydroxyacetophenone), C(C1=CC=CC=C1)=O (benzaldehyde). Yields the product O1CCC(C2=CC=CC=C12)=O (chroman-4-one). Reaction SMILES: O[CH2:2][C:3]([C:5]1[CH:10]=[CH:9][CH:8]=[CH:7][CH:6]=1)=[O:4].[CH:11](=[O:18])C1C=CC=CC=1>>[O:18]1[C:6]2[C:5](=[CH:10][CH:9]=[CH:8][CH:7]=2)[C:3](=[O:4])[CH2:2][CH2:11]1. Procedure: 2-Hydroxyacetophenone compounds of structure XXXXI are treated with benzaldehyde compounds of structure XXXXII under suitable conditions to provide chroman-4-one compounds of structure XXXXIII. In some embodiments, 2-hydroxyacetophenone compounds of structure XXXXI are treated with benzaldehyde compounds of structure XXXXII, pyrrolidine, and methanol, with heating to about 50° C. for about 2 days to provide chroman-4-one compounds of structure XXXXIII. Chroman-4-one compounds of structure XXXXII...